describe an organic reaction: reactants, conditions, products, and yield From a dataset of the Open Reaction Database (ORD), a public repository of structured organic reaction records. Reactants: C(C)OC(=O)C1N(CCC1)C(=O)SC1=CC(=CC=C1)O (1-(3-hydroxy-phenylsulfanylcarbonyl)-pyrrolidine-2-carboxylic acid ethyl ester), C([O-])([O-])=O.[K+].[K+] (potassium carbonate), ClCC=1N=C(OC1C)C1=CC=CC=C1 (4-chloromethyl-5-methyl-2-phenyl-oxazole). The solvent is C(C)(=O)OCC (ethyl acetate), CN(C)C=O (DMF). Reaction conditions: time 16 hour. Yields the product C(C)OC(=O)[C@@H]1N(CCC1)C(=O)SC1=CC(=CC=C1)OCC=1N=C(OC1C)C1=CC=CC=C1 ((R)-1-[3-(5-methyl-2-phenyl-oxazol-4-ylmethoxy)-phenylsulfanylcarbonyl]-pyrrolidine-2-carboxylic acid ethyl ester). RXN SMILES: [CH2:1]([O:3][C:4]([CH:6]1[CH2:10][CH2:9][CH2:8][N:7]1[C:11]([S:13][C:14]1[CH:19]=[CH:18][CH:17]=[C:16]([OH:20])[CH:15]=1)=[O:12])=[O:5])[CH3:2].C(=O)([O-])[O-].[K+].[K+].Cl[CH2:28][C:29]1[N:30]=[C:31]([C:35]2[CH:40]=[CH:39][CH:38]=[CH:37][CH:36]=2)[O:32][C:33]=1[CH3:34]>CN(C=O)C.C(OCC)(=O)C>[CH2:1]([O:3][C:4]([C@H:6]1[CH2:10][CH2:9][CH2:8][N:7]1[C:11]([S:13][C:14]1[CH:19]=[CH:18][CH:17]=[C:16]([O:20][CH2:28][C:29]2[N:30]=[C:31]([C:35]3[CH:40]=[CH:39][CH:38]=[CH:37][CH:36]=3)[O:32][C:33]=2[CH3:34])[CH:15]=1)=[O:12])=[O:5])[CH3:2] |f:1.2.3|. Reported procedure: To a stirred solution of the title C compound, 1-(3-hydroxy-phenylsulfanylcarbonyl)-pyrrolidine-2-carboxylic acid ethyl ester (1.1 g, 3.73 mmol) and potassium carbonate (0.78 g, 5.59 mmol) in DMF (25 mL) is added 4-chloromethyl-5-methyl-2-phenyl-oxazole (0.78 g, 3.73 mmol) at RT. The reaction mixture is stirred for 16 h. The stirring is continued for another 3 h at 40° C. The reaction mixture is cooled to RT, diluted with ethyl acetate, washed with water and brine, dried over anhydrous magnesium... Starting materials: C1CCNCC1, CC(C)O, NC(=O)c1cc2c(s1)NC(=O)C2, O=Cc1c[nH]nc1-c1ccccc1. Yields the product NC(=O)c1cc2c(s1)NC(=O)C2=Cc1c[nH]nc1-c1ccccc1. Reaction SMILES: [CH2:26]1[CH2:27][CH2:28][NH:29][CH2:30][CH2:31]1.[CH3:32][CH:33]([OH:34])[CH3:35].[O:1]=[C:2]1[CH2:3][c:4]2[c:5]([s:7][c:8]([C:10](=[O:11])[NH2:12])[cH:9]2)[NH:6]1.[c:13]1(-[c:19]2[n:20][nH:21][cH:22][c:23]2[CH:24]=[O:25])[cH:14][cH:15][cH:16][cH:17][cH:18]1>>[O:1]=[C:2]1[C:3](=[CH:24][c:23]2[c:19](-[c:13]3[cH:14][cH:15][cH:16][cH:17][cH:18]3)[n:20][nH:21][cH:22]2)[c:4]2[c:5]([s:7][c:8]([C:10](=[O:11])[NH2:12])[cH:9]2)[NH:6]1. Reactants: C(C)(C)(C)OC(=O)N1CCC[C@@H](C2=CC=3COCC3C=C21)N(C=2N=NNN2)CC2=CC(=CC(=C2)C(F)(F)F)C(F)(F)F ((S)-9-[(3,5-bis-trifluoromethyl-benzyl)-(2H-tetrazol-5-yl)-amino]-1,3,6,7,8,9-hexahydro-2-oxa-5-aza-cyclohepta[f]indene-5-carboxylic acid tert-butyl ester), CO (methanol), C1(=CC=CC=C1)P(C1=CC=CC=C1)C1=CC=CC=C1 (triphenylphosphine), N(=NC(=O)OCC)C(=O)OCC (diethyl azodicarboxylate). Solvent: ClCCl (dichloromethane). Run at time 12 hour. Yields the product C(C)(C)(C)OC(=O)N1CCC[C@@H](C2=CC=3COCC3C=C21)N(C=2N=NN(N2)C)CC2=CC(=CC(=C2)C(F)(F)F)C(F)(F)F ((S)-9-[(3,5-bis-trifluoromethyl-benzyl)-(2-methyl-2H-tetrazol-5-yl)-amino]-1,3,6,7,8,9-hexahydro-2-oxa-5-aza-cyclohepta[f]indene-5-carboxylic acid tert-butyl ester). As a reaction SMILES: [C:1]([O:5][C:6]([N:8]1[C:21]2[C:13](=[CH:14][C:15]3[CH2:16][O:17][CH2:18][C:19]=3[CH:20]=2)[C@@H:12]([N:22]([CH2:28][C:29]2[CH:34]=[C:33]([C:35]([F:38])([F:37])[F:36])[CH:32]=[C:31]([C:39]([F:42])([F:41])[F:40])[CH:30]=2)[C:23]2[N:24]=[N:25][NH:26][N:27]=2)[CH2:11][CH2:10][CH2:9]1)=[O:7])([CH3:4])([CH3:3])[CH3:2].CO.[C:45]1(P(C2C=CC=CC=2)C2C=CC=CC=2)C=CC=CC=1.N(C(OCC)=O)=NC(OCC)=O>ClCCl>[C:1]([O:5][C:6]([N:8]1[C:21]2[C:13](=[CH:14][C:15]3[CH2:16][O:17][CH2:18][C:19]=3[CH:20]=2)[C@@H:12]([N:22]([CH2:28][C:29]2[CH:30]=[C:31]([C:39]([F:40])([F:41])[F:42])[CH:32]=[C:33]([C:35]([F:36])([F:37])[F:38])[CH:34]=2)[C:23]2[N:24]=[N:25][N:26]([CH3:45])[N:27]=2)[CH2:11][CH2:10][CH2:9]1)=[O:7])([CH3:4])([CH3:2])[CH3:3]. Procedure details: To a solution of (S)-9-[(3,5-bis-trifluoromethyl-benzyl)-(2H-tetrazol-5-yl)-amino]-1,3,6,7,8,9-hexahydro-2-oxa-5-aza-cyclohepta[f]indene-5-carboxylic acid tert-butyl ester (1.17 mmol) in dichloromethane (20 mL), add methanol (5.85 mmol) and triphenylphosphine (3.51 mmol). To this solution, add diethyl azodicarboxylate (3.51 mmol) dropwise at room temperature. After stirring for 12 h, remove the solvent under vacuum and chromatograph the intermediate over silica gel eluting with ethyl acetate/hex... The reactants are N#Cc1ccc(C=O)c(S(=O)(=O)C(F)(F)F)c1, CCCC[Sn](CCCC)(CCCC)c1ccccc1, CCOC(C)=O, [Cl-], [F-], [K+], [Li+], C1COCCO1, c1ccc(P(c2ccccc2)(c2ccccc2)[Pd](P(c2ccccc2)(c2ccccc2)c2ccccc2)(P(c2ccccc2)(c2ccccc2)c2ccccc2)P(c2ccccc2)(c2ccccc2)c2ccccc2)cc1. Yields the product N#Cc1ccc(C=O)c(-c2ccccc2)c1. Reaction SMILES: [C:1](#[N:2])[c:3]1[cH:4][c:5]([S:11]([C:12]([F:13])([F:14])[F:15])(=[O:16])=[O:17])[c:6]([CH:7]=[O:8])[cH:9][cH:10]1.[CH2:20]([Sn:21]([CH2:22][CH2:23][CH2:24][CH3:31])([c:25]1[cH:26][cH:27][cH:28][cH:29][cH:30]1)[CH2:32][CH2:33][CH2:34][CH3:35])[CH2:36][CH2:37][CH3:38].[CH3:124][CH2:125][O:126][C:127](=[O:128])[CH3:129].[Cl-:19].[F-:39].[K+:40].[Li+:18].[O:41]1[CH2:42][CH2:43][O:44][CH2:45][CH2:46]1.[cH:47]1[cH:48][cH:49][c:50]([P:51]([Pd:52]([P:53]([c:54]2[cH:55][cH:56][cH:57][cH:58][cH:59]2)([c:60]2[cH:61][cH:62][cH:63][cH:64][cH:65]2)[c:66]2[cH:67][cH:68][cH:69][cH:70][cH:71]2)([P:72]([c:73]2[cH:74][cH:75][cH:76][cH:77][cH:78]2)([c:79]2[cH:80][cH:81][cH:82][cH:83][cH:84]2)[c:85]2[cH:86][cH:87][cH:88][cH:89][cH:90]2)[P:91]([c:92]2[cH:93][cH:94][cH:95][cH:96][cH:97]2)([c:98]2[cH:99][cH:100][cH:101][cH:102][cH:103]2)[c:104]2[cH:105][cH:106][cH:107][cH:108][cH:109]2)([c:110]2[cH:111][cH:112][cH:113][cH:114][cH:115]2)[c:116]2[cH:117][cH:118][cH:119][cH:120][cH:121]2)[cH:122][cH:123]1>>[C:1](#[N:2])[c:3]1[cH:4][c:5](-[c:25]2[cH:26][cH:27][cH:28][cH:29][cH:30]2)[c:6]([CH:7]=[O:8])[cH:9][cH:10]1. Starting materials: step-ii, FC1=C(C=CC(=C1)C=1C=C2C(=NC1)N(C=C2C2=NN(C=C2)CCC2=CC=CC=C2)S(=O)(=O)C2=CC=C(C)C=C2)C2=CCN(CC2)C(=O)OC(C)(C)C (tert-butyl 4-(2-fluoro-4-(3-(1-phenethyl-1H-pyrazol-3-yl)-1-tosyl-1H-pyrrolo[2,3-b]pyridin-5-yl)phenyl)-5,6-dihydropyridine-1(2H)-carboxylate). The reagents and catalysts are [OH-].[Pd+2].[OH-] (palladium hydroxide). Run in [N+](=O)([O-])C=1C=C(CN2N=CC(=C2)B2OC(C(O2)(C)C)(C)C)C=CC1 (1-(3-nitrobenzyl)-4-(4,4,5,5-tetramethyl-1,3,2-dioxaborolan-2-yl)-1H-pyrazole). The product is FC1=C(C=CC(=C1)C=1C=C2C(=NC1)N(C=C2C2=NN(C=C2)CCC2=CC=CC=C2)S(=O)(=O)C2=CC=C(C)C=C2)C2CCN(CC2)C(=O)OC(C)(C)C (tert-butyl 4-(2-fluoro-4-(3-(1-phenethyl-1H-pyrazol-3-yl)-1-tosyl-1H-pyrrolo[2,3-b]pyridin-5-yl)phenyl)piperidine-1-carboxylate). Isolated yield 82.2%. Reaction SMILES: [F:1][C:2]1[CH:7]=[C:6]([C:8]2[CH:9]=[C:10]3[C:16]([C:17]4[CH:21]=[CH:20][N:19]([CH2:22][CH2:23][C:24]5[CH:29]=[CH:28][CH:27]=[CH:26][CH:25]=5)[N:18]=4)=[CH:15][N:14]([S:30]([C:33]4[CH:39]=[CH:38][C:36]([CH3:37])=[CH:35][CH:34]=4)(=[O:32])=[O:31])[C:11]3=[N:12][CH:13]=2)[CH:5]=[CH:4][C:3]=1[C:40]1[CH2:45][CH2:44][N:43]([C:46]([O:48][C:49]([CH3:52])([CH3:51])[CH3:50])=[O:47])[CH2:42][CH:41]=1>[N+](C1C=C(C=CC=1)CN1C=C(B2OC(C)(C)C(C)(C)O2)C=N1)([O-])=O.[OH-].[Pd+2].[OH-]>[F:1][C:2]1[CH:7]=[C:6]([C:8]2[CH:9]=[C:10]3[C:16]([C:17]4[CH:21]=[CH:20][N:19]([CH2:22][CH2:23][C:24]5[CH:29]=[CH:28][CH:27]=[CH:26][CH:25]=5)[N:18]=4)=[CH:15][N:14]([S:30]([C:33]4[CH:39]=[CH:38][C:36]([CH3:37])=[CH:35][CH:34]=4)(=[O:31])=[O:32])[C:11]3=[N:12][CH:13]=2)[CH:5]=[CH:4][C:3]=1[CH:40]1[CH2:45][CH2:44][N:43]([C:46]([O:48][C:49]([CH3:52])([CH3:51])[CH3:50])=[O:47])[CH2:42][CH2:41]1 |f:2.3.4|. Procedure: Using similar reaction conditions as described in step-ii of example-82, tert-butyl 4-(2-fluoro-4-(3-(1-phenethyl-1H-pyrazol-3-yl)-1-tosyl-1H-pyrrolo[2,3-b]pyridin-5-yl)phenyl)-5,6-dihydropyridine-1(2H)-carboxylate (125 mg, 0.174 mmol) was reduced with palladium hydroxide (90 mg) in ethyl acetate/ethanol 10/20 mL to afford 103 mg (81.6% yield) of the titled compound. MS: m/z=720.7 (M+1). Reactants: pivaloyl, ClC=1C2=C(N=C(N1)NC(C(C)(C)C)=O)N(C=C2C#CCN(C(C)C)C(C)C)CC2=NC=C(C(=C2C)OC)C (N-[4-chloro-5-(3-diisopropylamino-prop-1-ynyl)-7-(4-methoxy-3,5-dimethyl-pyridin-2-ylmethyl)-7H-pyrrolo[2,3-d]pyrimidin-2-yl]-2,2-dimethyl-propionamide). Reagents/catalysts: [Cl-].[Cl-].[Zn+2] (ZnCl2). Yields the product ClC=1C2=C(N=C(N1)N)N(C=C2C#CCN(C(C)C)C(C)C)CC2=NC=C(C(=C2C)OC)C (4-Chloro-5-(3-diisopropylamino-prop-1-ynyl)-7-(4-methoxy-3,5-dimethyl-pyridin-2-ylmethyl)-7H-pyrrolo[2,3-d]pyrimidin-2-ylamine). As a reaction SMILES: [Cl:1][C:2]1[C:3]2[C:17]([C:18]#[C:19][CH2:20][N:21]([CH:25]([CH3:27])[CH3:26])[CH:22]([CH3:24])[CH3:23])=[CH:16][N:15]([CH2:28][C:29]3[C:34]([CH3:35])=[C:33]([O:36][CH3:37])[C:32]([CH3:38])=[CH:31][N:30]=3)[C:4]=2[N:5]=[C:6]([NH:8]C(=O)C(C)(C)C)[N:7]=1>[Cl-].[Cl-].[Zn+2]>[Cl:1][C:2]1[C:3]2[C:17]([C:18]#[C:19][CH2:20][N:21]([CH:22]([CH3:24])[CH3:23])[CH:25]([CH3:27])[CH3:26])=[CH:16][N:15]([CH2:28][C:29]3[C:34]([CH3:35])=[C:33]([O:36][CH3:37])[C:32]([CH3:38])=[CH:31][N:30]=3)[C:4]=2[N:5]=[C:6]([NH2:8])[N:7]=1 |f:1.2.3|. Procedure details: The title compound was prepared by cleaving the pivaloyl protecting group of N-[4-chloro-5-(3-diisopropylamino-prop-1-ynyl)-7-(4-methoxy-3,5-dimethyl-pyridin-2-ylmethyl)-7H-pyrrolo[2,3-d]pyrimidin-2-yl]-2,2-dimethyl-propionamide with ZnCl2 according to the General Procedure B. tR: 4.71 min. 1H-NMR (CDCl3) δ 8.24 (s, 1H), 7.05 (s, 1H), 5.30 (s, 2H), 4.96 (s, 1H), 3.76 (s, 3H), 3.68 (s, 2H), 3.27 (7, 2H), 2.27 (s, 2H), 2.20 (s, 2H), 1.15 (d, 12H). Starting materials: CC(C)(C)OC(=O)NC(Cc1ccccc1)C1CO1, OCC1CCCN1. Product: CC(C)(C)OC(=O)NC(Cc1ccccc1)C(O)CN1CCCC1CO. As a reaction SMILES: [C:1]([CH3:2])([CH3:3])([CH3:4])[O:5][C:6]([NH:7][CH:8]([CH2:9][c:10]1[cH:11][cH:12][cH:13][cH:14][cH:15]1)[CH:16]1[O:17][CH2:18]1)=[O:19].[OH:20][CH2:21][CH:22]1[NH:23][CH2:24][CH2:25][CH2:26]1>>[C:1]([CH3:2])([CH3:3])([CH3:4])[O:5][C:6]([NH:7][CH:8]([CH2:9][c:10]1[cH:11][cH:12][cH:13][cH:14][cH:15]1)[CH:16]([OH:17])[CH2:18][N:23]1[CH:22]([CH2:21][OH:20])[CH2:26][CH2:25][CH2:24]1)=[O:19]. Starting materials: CCCN(CCC)C(=O)c1cc(C)cc(C(=O)O)c1, CC(C)CNC(=O)C(NC(=O)C(C)NCC(N)Cc1cc(F)cc(F)c1)C(C)C, CN(C)C=O, On1nnc2ccccc21. Product: CCCN(CCC)C(=O)c1cc(C)cc(C(=O)NC(CNC(C)C(=O)NC(C(=O)NCC(C)C)C(C)C)Cc2cc(F)cc(F)c2)c1. As a reaction SMILES: [CH2:1]([CH2:2][CH3:3])[N:4]([C:5](=[O:6])[c:7]1[cH:8][c:9]([C:10](=[O:11])[OH:12])[cH:13][c:14]([CH3:16])[cH:15]1)[CH2:17][CH2:18][CH3:19].[NH2:30][CH:31]([CH2:32][NH:33][CH:34]([CH3:35])[C:36](=[O:37])[NH:38][CH:39]([CH:40]([CH3:41])[CH3:42])[C:43](=[O:44])[NH:45][CH2:46][CH:47]([CH3:48])[CH3:49])[CH2:50][c:51]1[cH:52][c:53]([F:58])[cH:54][c:55]([F:57])[cH:56]1.[O:59]=[CH:60][N:61]([CH3:62])[CH3:63].[OH:20][n:21]1[c:22]2[c:23]([cH:24][cH:25][cH:26][cH:27]2)[n:28][n:29]1>>[CH2:1]([CH2:2][CH3:3])[N:4]([C:5](=[O:6])[c:7]1[cH:8][c:9]([C:10](=[O:12])[NH:30][CH:31]([CH2:32][NH:33][CH:34]([CH3:35])[C:36](=[O:37])[NH:38][CH:39]([CH:40]([CH3:41])[CH3:42])[C:43](=[O:44])[NH:45][CH2:46][CH:47]([CH3:48])[CH3:49])[CH2:50][c:51]2[cH:52][c:53]([F:58])[cH:54][c:55]([F:57])[cH:56]2)[cH:13][c:14]([CH3:16])[cH:15]1)[CH2:17][CH2:18][CH3:19]. The yield is 99.1%. Yields the product CNCCCN1C=2C=CC=CC2CCC3=C1C=CC=C3 (desipramine). Procedure details: To 6.02 g of desipramine hydrochloride was added 150 ml of 1N NaOH. The mixture was allowed to stir for 10 minutes. The aqueous mixture was extracted with 6×100 ml of chloroform. The combined chloroform layer was washed with 200 ml of water. The organic part was dried (Na2SO4) and concentrated to give 5.25 g of desipramine free base. RXN SMILES: [CH3:1][NH:2][CH2:3][CH2:4][CH2:5][N:6]1[C:16]2[CH:17]=[CH:18][CH:19]=[CH:20][C:15]=2[CH2:14][CH2:13][C:12]2[CH:11]=[CH:10][CH:9]=[CH:8][C:7]1=2.Cl>[OH-].[Na+]>[CH3:1][NH:2][CH2:3][CH2:4][CH2:5][N:6]1[C:7]2[CH:8]=[CH:9][CH:10]=[CH:11][C:12]=2[CH2:13][CH2:14][C:15]2[CH:20]=[CH:19][CH:18]=[CH:17][C:16]1=2 |f:0.1,2.3|. Starting materials: CNCCCN1C=2C=CC=CC2CCC3=C1C=CC=C3.Cl (desipramine hydrochloride). The solvent is [OH-].[Na+] (NaOH). Reaction conditions: time 10 minute.